From a dataset of the Open Reaction Database (ORD), a public repository of structured organic reaction records. describe an organic reaction: reactants, conditions, products, and yield Reactants: ClCCl, COc1cc(N)cc(OC)c1, O, Cc1ccc(S(=O)(=O)Cl)cc1, c1ccncc1. Yields the product COc1cc(NS(=O)(=O)c2ccc(C)cc2)cc(OC)c1. As a reaction SMILES: [Cl:24][CH2:25][Cl:26].[O:1]([CH3:2])[c:3]1[cH:4][c:5]([NH2:6])[cH:7][c:8]([O:10][CH3:11])[cH:9]1.[OH2:23].[c:12]1([CH3:22])[cH:13][cH:14][c:15]([S:18](=[O:19])(=[O:20])[Cl:21])[cH:16][cH:17]1.[cH:27]1[cH:28][cH:29][n:30][cH:31][cH:32]1>>[O:1]([CH3:2])[c:3]1[cH:4][c:5]([NH:6][S:18]([c:15]2[cH:14][cH:13][c:12]([CH3:22])[cH:17][cH:16]2)(=[O:19])=[O:20])[cH:7][c:8]([O:10][CH3:11])[cH:9]1.